From a dataset of the Open Reaction Database (ORD), a public repository of structured organic reaction records. describe an organic reaction: reactants, conditions, products, and yield Starting materials: OC[C@@H]1N(CC[C@H]1C=1C(=CC(=C2C(C=C(OC12)C1=C(C=C(C#N)C=C1)C)=O)OC)OC)C ((+)-trans-4-[8-(2-Hydroxymethyl-1-methyl-pyrrolidin-3-yl)-5,7-dimethoxy-4-oxo-4H-chromen-2-yl]-3-methyl-benzonitrile), Cl.N1=CC=CC=C1 (pyridine hydrochloride). Yields the product OC1=C2C(C=C(OC2=C(C(=C1)O)[C@H]1[C@@H](N(CC1)C)CO)C1=C(C=C(C#N)C=C1)C)=O ((+)-trans-4-[5,7-Dihydroxy-8-(2-hydroxymethyl-1-methyl-pyrrolidin-3-yl)-4-oxo-4H-chromen-2-yl]-3-methyl-benzonitrile). As a reaction SMILES: [OH:1][CH2:2][C@H:3]1[C@H:7]([C:8]2[C:9]([O:30]C)=[CH:10][C:11]([O:28]C)=[C:12]3[C:17]=2[O:16][C:15]([C:18]2[CH:25]=[CH:24][C:21]([C:22]#[N:23])=[CH:20][C:19]=2[CH3:26])=[CH:14][C:13]3=[O:27])[CH2:6][CH2:5][N:4]1[CH3:32].Cl.N1C=CC=CC=1>>[OH:28][C:11]1[CH:10]=[C:9]([OH:30])[C:8]([C@@H:7]2[CH2:6][CH2:5][N:4]([CH3:32])[C@H:3]2[CH2:2][OH:1])=[C:17]2[C:12]=1[C:13](=[O:27])[CH:14]=[C:15]([C:18]1[CH:25]=[CH:24][C:21]([C:22]#[N:23])=[CH:20][C:19]=1[CH3:26])[O:16]2 |f:1.2|. Procedure: Compound of example 59 (0.6 g, 1.38 mmol) was demethylated using pyridine hydrochloride (6 g, 51.95 mmol) as described in example 17 to obtain the title compound. Starting materials: FC(C1=C(C=CC=C1)C=CC(C)=O)(F)F (4-(2-trifluoromethylphenyl)-3-buten-2-one). Reagents/catalysts: [Ni] (Raney nickel). The solvent is C(C)(=O)OCC (ethyl acetate). Conditions: time 7 hour. Product: FC(C1=C(C=CC=C1)CCC(C)=O)(F)F (4-(2-Trifluoromethylphenyl)butan-2-one). As a reaction SMILES: [F:1][C:2]([F:15])([F:14])[C:3]1[CH:8]=[CH:7][CH:6]=[CH:5][C:4]=1[CH:9]=[CH:10][C:11](=[O:13])[CH3:12]>[Ni].C(OCC)(=O)C>[F:1][C:2]([F:14])([F:15])[C:3]1[CH:8]=[CH:7][CH:6]=[CH:5][C:4]=1[CH2:9][CH2:10][C:11](=[O:13])[CH3:12]. Reported procedure: 200 mg of Raney nickel are added to a solution of 2.05 g of 4-(2-trifluoromethylphenyl)-3-buten-2-one in 100 ml of ethyl acetate and the mixture is stirred under a hydrogen atmosphere and at standard pressure for 7 h. The mixture is subsequently filtered and the filtrate is evaporated under reduced pressure, whereby the title compound is obtained. The reactants are ClCCCl, CCc1ccc(-c2ccc(C(=O)O)cc2)cc1, COC(=O)C(N)C(C)N=[N+]=[N-], CCN(C(C)C)C(C)C, ClCCl, Cl, On1nnc2ccccc21. Product: CCc1ccc(-c2ccc(C(=O)NC(C(=O)OC)C(C)N=[N+]=[N-])cc2)cc1. Reaction SMILES: [CH2:1]([Cl:2])[CH2:3][Cl:4].[CH2:27]([CH3:28])[c:29]1[cH:30][cH:31][c:32](-[c:35]2[cH:36][cH:37][c:38]([C:41](=[O:42])[OH:43])[cH:39][cH:40]2)[cH:33][cH:34]1.[CH3:6][O:7][C:8]([CH:9]([CH:10]([CH3:11])[N:12]=[N+:13]=[N-:14])[NH2:15])=[O:16].[CH:44]([N:45]([CH2:46][CH3:47])[CH:48]([CH3:49])[CH3:50])([CH3:51])[CH3:52].[Cl:53][CH2:54][Cl:55].[ClH:5].[OH:17][n:18]1[c:19]2[c:20]([cH:21][cH:22][cH:23][cH:24]2)[n:25][n:26]1>>[CH3:6][O:7][C:8]([CH:9]([CH:10]([CH3:11])[N:12]=[N+:13]=[N-:14])[NH:15][C:41]([c:38]1[cH:37][cH:36][c:35](-[c:32]2[cH:31][cH:30][c:29]([CH2:27][CH3:28])[cH:34][cH:33]2)[cH:40][cH:39]1)=[O:42])=[O:16]. Reactants: C(C)N(CCCN1N=C(C2=CC=CC(=C12)I)N)CC (1-(3-diethylaminopropyl)-3-amino-7-iodoindazole), Cl (hydrogen chloride), C(C)OCC (diethyl ether). Solvent: C(C)O (ethyl alcohol). Yields the product Cl.Cl.C(C)N(CCCN1N=C(C2=CC=CC(=C12)I)N)CC (1-(3-diethylaminopropyl)-3-amino-7-iodoindazole dihydrochloride). RXN SMILES: [CH2:1]([N:3]([CH2:18][CH3:19])[CH2:4][CH2:5][CH2:6][N:7]1[C:15]2[C:10](=[CH:11][CH:12]=[CH:13][C:14]=2[I:16])[C:9]([NH2:17])=[N:8]1)[CH3:2].[ClH:20].C(OCC)C>C(O)C>[ClH:20].[ClH:20].[CH2:18]([N:3]([CH2:1][CH3:2])[CH2:4][CH2:5][CH2:6][N:7]1[C:15]2[C:10](=[CH:11][CH:12]=[CH:13][C:14]=2[I:16])[C:9]([NH2:17])=[N:8]1)[CH3:19] |f:4.5.6|. Procedure: In 50 ml of absolute ethyl alcohol was dissolved 4.0 g of 1-(3-diethylaminopropyl)-3-amino-7-iodoindazole, and into the solution was introduced dried hydrogen chloride gas under cooling with ice. To the solution was added anhydrous diethyl ether to separate crystals. Then the crystals were obtained by filtration and dried to give 1-(3-diethylaminopropyl)-3-amino-7-iodoindazole dihydrochloride having the following analytical value. Solvent: O (water). Procedure details: A mixture of 100 parts of 3,3-dimethylacrolein, 200 parts of prenol and 150 parts of propionic acid is heated for three hours at 130° C, the water formed being distilled out azeotropically. The reaction product is worked up. 24 parts of citral is obtained. This is equivalent to a yield of 51% of theory at a conversion of 26% (based on 3,3-dimethylacrolein). Reaction conditions: temperature 130 celsius. Starting materials: 100, CC(=CC=O)C (3,3-dimethylacrolein), CC(=CCO)C (3-methyl-2-buten-1-ol), C(CC)(=O)O (propionic acid). Product: CC(C)=CCCC(C)=CC=O (citral). RXN SMILES: [CH3:1][C:2]([CH3:6])=[CH:3][CH:4]=[O:5].[CH3:7][C:8]([CH3:12])=[CH:9][CH2:10]O.C(O)(=O)CC>O>[CH3:7][C:8](=[CH:9][CH2:10][CH2:1][C:2](=[CH:3][CH:4]=[O:5])[CH3:6])[CH3:12]. Yield: 51.0%. Procedure: To a degassed solution of 3-bromo-4-cyclopropylmethoxybenzaldehyde (1.53 g, 6 mmol), 4-methoxybenzeneboronic acid (1.22 g, 8 mmol) and potassium carbonate (2.74 g, 20 mmol) in toluene/ethanol 2/1 (40 mL), Pd(PPh3)4 (100 mg) was added and the mixture was degassed for further 5 minutes. The mixture was then refluxed for 12 hours. The solid is filtered off, and the solvent partitioned between ethyl acetate and water and extracted. The organic solvent was removed under reduced pressure, dried over s... Reaction SMILES: Br[C:2]1[CH:3]=[C:4]([CH:7]=[CH:8][C:9]=1[O:10][CH2:11][CH:12]1[CH2:14][CH2:13]1)[CH:5]=[O:6].[CH3:15][O:16][C:17]1[CH:22]=[CH:21][C:20](B(O)O)=[CH:19][CH:18]=1.C(=O)([O-])[O-].[K+].[K+]>C1(C)C=CC=CC=1.C(O)C.C1C=CC([P]([Pd]([P](C2C=CC=CC=2)(C2C=CC=CC=2)C2C=CC=CC=2)([P](C2C=CC=CC=2)(C2C=CC=CC=2)C2C=CC=CC=2)[P](C2C=CC=CC=2)(C2C=CC=CC=2)C2C=CC=CC=2)(C2C=CC=CC=2)C2C=CC=CC=2)=CC=1>[CH:12]1([CH2:11][O:10][C:9]2[CH:8]=[CH:7][C:4]([CH:5]=[O:6])=[CH:3][C:2]=2[C:20]2[CH:21]=[CH:22][C:17]([O:16][CH3:15])=[CH:18][CH:19]=2)[CH2:14][CH2:13]1 |f:2.3.4,5.6,^1:45,47,66,85|. Run in C1(=CC=CC=C1)C.C(C)O (toluene ethanol). Reactants: BrC=1C=C(C=O)C=CC1OCC1CC1 (3-bromo-4-cyclopropylmethoxybenzaldehyde), COC1=CC=C(C=C1)B(O)O (4-methoxybenzeneboronic acid), C([O-])([O-])=O.[K+].[K+] (potassium carbonate). The product is C1(CC1)COC1=C(C=C(C=C1)C=O)C1=CC=C(C=C1)OC (4-Cyclopropylmethoxy-3-(4′-methoxyphenyl)benzenecarboxaldehyde). Reagents/catalysts: C=1C=CC(=CC1)[P](C=2C=CC=CC2)(C=3C=CC=CC3)[Pd]([P](C=4C=CC=CC4)(C=5C=CC=CC5)C=6C=CC=CC6)([P](C=7C=CC=CC7)(C=8C=CC=CC8)C=9C=CC=CC9)[P](C=1C=CC=CC1)(C=1C=CC=CC1)C=1C=CC=CC1 (Pd(PPh3)4). Yield: 89.7%.